From a dataset of the Open Reaction Database (ORD), a public repository of structured organic reaction records. describe an organic reaction: reactants, conditions, products, and yield RXN SMILES: [C:26](=[O:27])([O-:28])[O-:29].[CH3:32][N:33]([CH3:34])[CH:35]=[O:36].[K+:30].[K+:31].[O:1]1[CH2:2][C:3]12[CH2:4][CH2:5][S:6][CH2:7][CH2:8]2.[OH:9][c:10]1[cH:11][c:12]([CH3:25])[c:13](-[c:17]2[cH:18][c:19]([CH:23]=[O:24])[cH:20][cH:21][cH:22]2)[c:14]([CH3:16])[cH:15]1>>[OH:1][C:3]1([CH2:2][O:9][c:10]2[cH:11][c:12]([CH3:25])[c:13](-[c:17]3[cH:18][c:19]([CH:23]=[O:24])[cH:20][cH:21][cH:22]3)[c:14]([CH3:16])[cH:15]2)[CH2:4][CH2:5][S:6][CH2:7][CH2:8]1. The product is Cc1cc(OCC2(O)CCSCC2)cc(C)c1-c1cccc(C=O)c1. Starting materials: O=C([O-])[O-], CN(C)C=O, [K+], [K+], C1CC2(CCS1)CO2, Cc1cc(O)cc(C)c1-c1cccc(C=O)c1. The reactants are Cl.ClCCN1CCCC1 (1-(2-Chloroethyl)pyrrolidine hydrochloride), OC1=C(C=C2C(=NC=NC2=C1)OC1=CC=CC=C1)OC (7-hydroxy-6-methoxy-4-phenoxyquinazoline), C([O-])([O-])=O.[K+].[K+] (potassium carbonate). Solvent: CN(C)C=O (DMF). Conditions: temperature 110 celsius. Yields the product COC=1C=C2C(=NC=NC2=CC1OCCN1CCCC1)OC1=CC=CC=C1 (6-methoxy-4-phenoxy-7-(2-(pyrrolidin-1-yl)ethoxy)quinazoline). Isolated yield 14.8%. Reaction SMILES: Cl.Cl[CH2:3][CH2:4][N:5]1[CH2:9][CH2:8][CH2:7][CH2:6]1.[OH:10][C:11]1[CH:20]=[C:19]2[C:14]([C:15]([O:21][C:22]3[CH:27]=[CH:26][CH:25]=[CH:24][CH:23]=3)=[N:16][CH:17]=[N:18]2)=[CH:13][C:12]=1[O:28][CH3:29].C(=O)([O-])[O-].[K+].[K+]>CN(C=O)C>[CH3:29][O:28][C:12]1[CH:13]=[C:14]2[C:19](=[CH:20][C:11]=1[O:10][CH2:3][CH2:4][N:5]1[CH2:9][CH2:8][CH2:7][CH2:6]1)[N:18]=[CH:17][N:16]=[C:15]2[O:21][C:22]1[CH:23]=[CH:24][CH:25]=[CH:26][CH:27]=1 |f:0.1,3.4.5|. Procedure details: 1-(2-Chloroethyl)pyrrolidine hydrochloride (1.27 g, 7.5 mmol) was added to 7-hydroxy-6-methoxy-4-phenoxyquinazoline (1.0 g, 3.7 mmol), (prepared as described for the starting material in Example 16), and potassium carbonate (3.9 g, 28.3 mmol) in DMF (30 ml). The mixture was heated at 110° C. for 4 hours and allowed to cool. The mixture was filtered, and the volatiles were removed from the filtrate by evaporation. The residue was purified by column chromatography eluting with methylene chloride/m...